Dataset: the Open Reaction Database (ORD), a public repository of structured organic reaction records. Task: describe an organic reaction: reactants, conditions, products, and yield The reactants are FC=1C=C2CCC(C(C2=CC1)C(C)C)(O)CC(=O)O ((6-fluoro-2-hydroxy-1-isopropyl-1,2,3,4-tetrahydronaphthalen-2-yl)acetic acid), COCC(=O)OC1(C(C2=CC=C(C=C2CC1)F)C(C)C)CCN(C)CCCC1=NC2=C(N1)C=CC=C2 (2-[2-{[3-(1H-benzimidazol-2-yl)propyl]methylamino}ethyl]-6-fluoro-1-isopropyl-1,2,3,4-tetrahydronaphthalen-2-yl methoxyacetate). The product is FC=1C=C2CCC(C(C2=CC1)C(C)C)(O)CC(=O)O ((6-fluoro-2-hydroxy-1-isopropyl-1,2,3,4-tetrahydronaphthalen-2-yl)acetic acid), N1C(=NC2=C1C=CC=C2)CCCNC ([3-(1H-benzimidazol-2-yl)propyl]methylamine), N1C(=NC2=C1C=CC=C2)CCCN(C(CC2(C(C1=CC=C(C=C1CC2)F)C(C)C)O)=O)C (N-[3-(1H-benzimidazol-2-yl) propyl]-2-(6-fluoro-2-hydroxy-1-isopropyl-1,2,3 ,4-tetrahydronaphthalen-2-yl)-N-methylacetamide). RXN SMILES: COCC([O:6][C:7]1([CH2:21][CH2:22][N:23]([CH2:25][CH2:26][CH2:27][C:28]2[NH:32][C:31]3[CH:33]=[CH:34][CH:35]=[CH:36][C:30]=3[N:29]=2)[CH3:24])[CH2:16][CH2:15][C:14]2[C:9](=[CH:10][CH:11]=[C:12]([F:17])[CH:13]=2)[CH:8]1[CH:18]([CH3:20])[CH3:19])=O.[F:37][C:38]1[CH:39]=[C:40]2[C:45](=[CH:46][CH:47]=1)[CH:44]([CH:48]([CH3:50])[CH3:49])[C:43]([CH2:52][C:53]([OH:55])=[O:54])([OH:51])[CH2:42][CH2:41]2>>[F:37][C:38]1[CH:39]=[C:40]2[C:45](=[CH:46][CH:47]=1)[CH:44]([CH:48]([CH3:50])[CH3:49])[C:43]([CH2:52][C:53]([OH:55])=[O:54])([OH:51])[CH2:42][CH2:41]2.[NH:29]1[C:30]2[CH:36]=[CH:35][CH:34]=[CH:33][C:31]=2[N:32]=[C:28]1[CH2:27][CH2:26][CH2:25][NH:23][CH3:22].[NH:29]1[C:30]2[CH:36]=[CH:35][CH:34]=[CH:33][C:31]=2[N:32]=[C:28]1[CH2:27][CH2:26][CH2:25][N:23]([CH3:24])[C:22](=[O:51])[CH2:21][C:7]1([OH:6])[CH2:16][CH2:15][C:14]2[C:9](=[CH:10][CH:11]=[C:12]([F:17])[CH:13]=2)[CH:8]1[CH:18]([CH3:20])[CH3:19]. Procedure details: A method of preparing 2-[2-{[3-(1H-benzimidazol-2-yl)propyl]methylamino}ethyl]-6-fluoro-1-isopropyl-1,2,3,4-tetrahydronaphthalen-2-yl methoxyacetate comprises contacting (6-fluoro-2-hydroxy-1-isopropyl-1,2,3,4-tetrahydronaphthalen-2-yl)acetic acid or an activated derivative of (6-fluoro-2-hydroxy-1-isopropyl-1,2,3,4-tetrahydronaphthalen-2-yl)acetic acid with [3-(1H-benzimidazol-2-yl)propyl]methylamine to form N-[3-(1H-benzimidazol-2-yl) propyl]-2-(6-fluoro-2-hydroxy-1-isopropyl-1,2,3 ,4-tetrahyd... Reactants: O=C1CC2CN(c3ccc([N+](=O)[O-])cc3F)CC2C1, O, OCCO, Cc1ccc(S(=O)(=O)O)cc1, c1ccccc1. The product is O=[N+]([O-])c1ccc(N2CC3CC4(CC3C2)OCCO4)c(F)c1. RXN SMILES: [F:1][c:2]1[c:3]([N:11]2[CH2:12][CH:13]3[CH:14]([CH2:15]2)[CH2:16][C:17](=[O:19])[CH2:18]3)[cH:4][cH:5][c:6]([N+:8](=[O:9])[O-:10])[cH:7]1.[OH2:24].[OH:20][CH2:21][CH2:22][OH:23].[c:25]1([CH3:26])[cH:27][cH:28][c:29]([S:30]([OH:31])(=[O:32])=[O:33])[cH:34][cH:35]1.[cH:36]1[cH:37][cH:38][cH:39][cH:40][cH:41]1>>[F:1][c:2]1[c:3]([N:11]2[CH2:12][CH:13]3[CH:14]([CH2:15]2)[CH2:16][C:17]2([CH2:18]3)[O:19][CH2:22][CH2:21][O:20]2)[cH:4][cH:5][c:6]([N+:8](=[O:9])[O-:10])[cH:7]1. Reactants: C1(=CC=CC=C1)S(=O)(=O)N1C2=C(C3=C1C=NC(=C3OC3CCNCC3)C#N)C=C(C=N2)Br (9-benzenesulfonyl-3-bromo-5-(piperidin-4-yloxy)-9H-dipyrido[2,3-b;4′,3′-d]pyrrole-6-carbonitrile), C(C)I (ethyl iodide). The solvent is C(C)#N (acetonitrile). Reaction conditions: temperature 50 celsius. Yields the product C1(=CC=CC=C1)S(=O)(=O)N1C2=C(C3=C1C=NC(=C3OC3CCN(CC3)CC)C#N)C=C(C=N2)Br (9-Benzenesulfonyl-3-bromo-5-(1-ethyl-piperidin-4-yloxy)-9H-dipyrido[2,3-b;4′,3′-d]pyrrole-6-carbonitrile). Yield: 66.6%. RXN SMILES: [C:1]1([S:7]([N:10]2[C:14]3[CH:15]=[N:16][C:17]([C:26]#[N:27])=[C:18]([O:19][CH:20]4[CH2:25][CH2:24][NH:23][CH2:22][CH2:21]4)[C:13]=3[C:12]3[CH:28]=[C:29]([Br:32])[CH:30]=[N:31][C:11]2=3)(=[O:9])=[O:8])[CH:6]=[CH:5][CH:4]=[CH:3][CH:2]=1.[CH2:33](I)[CH3:34]>C(#N)C>[C:1]1([S:7]([N:10]2[C:14]3[CH:15]=[N:16][C:17]([C:26]#[N:27])=[C:18]([O:19][CH:20]4[CH2:25][CH2:24][N:23]([CH2:33][CH3:34])[CH2:22][CH2:21]4)[C:13]=3[C:12]3[CH:28]=[C:29]([Br:32])[CH:30]=[N:31][C:11]2=3)(=[O:8])=[O:9])[CH:2]=[CH:3][CH:4]=[CH:5][CH:6]=1. Procedure: A solution of 9-benzenesulfonyl-3-bromo-5-(piperidin-4-yloxy)-9H-dipyrido[2,3-b;4′,3′-d]pyrrole-6-carbonitrile (102 mg, 0.2 mmol) in acetonitrile (10 mL) was treated with ethyl iodide (34 mg, 17.4 μL, 0.2 mmol). The reaction mixture was heated for 24 h at 50° C., until analysis (TLC/LCMS) showed complete consumption of starting material. The reaction mixture was allowed to cool to ambient temperature and was then concentrated in vacuo. The resultant residue was partitioned between ethyl acetate ... Starting materials: C(#N)C1=NC=CC2=C1N(C=1N=C(N=CC12)NC1=CC=C(C=N1)N1CCN(CC1)C(=O)OC(C)(C)C)C1CCCC1 (tert-Butyl 4-(6-((8-cyano-9-cyclopentyl-9H-pyrido[4′,3′:4,5]pyrrolo[2,3-d]pyrimidin-2-yl)amino)-3-pyridinyl)-1-piperazinecarboxylate), Cl (HCl). Solvent: CO (methanol). Conditions: time 2.5 hour. Yields the product C1(CCCC1)N1C2=C(C3=C1N=C(N=C3)NC3=NC=C(C=C3)N3CCNCC3)C=CN=C2C#N (9-Cyclopentyl-2-((5-(1-piperazinyl)-2-pyridinyl)amino)-9H-pyrido[4′,3′:4,5]-pyrrolo[2,3-d]pyrimidine-8-carbonitrile). The yield is 103.3%. As a reaction SMILES: [C:1]([C:3]1[C:8]2[N:9]([CH:36]3[CH2:40][CH2:39][CH2:38][CH2:37]3)[C:10]3[N:11]=[C:12]([NH:16][C:17]4[N:22]=[CH:21][C:20]([N:23]5[CH2:28][CH2:27][N:26](C(OC(C)(C)C)=O)[CH2:25][CH2:24]5)=[CH:19][CH:18]=4)[N:13]=[CH:14][C:15]=3[C:7]=2[CH:6]=[CH:5][N:4]=1)#[N:2].Cl>CO>[CH:36]1([N:9]2[C:10]3[N:11]=[C:12]([NH:16][C:17]4[CH:18]=[CH:19][C:20]([N:23]5[CH2:24][CH2:25][NH:26][CH2:27][CH2:28]5)=[CH:21][N:22]=4)[N:13]=[CH:14][C:15]=3[C:7]3[CH:6]=[CH:5][N:4]=[C:3]([C:1]#[N:2])[C:8]2=3)[CH2:37][CH2:38][CH2:39][CH2:40]1. Reported procedure: Compound 288 (44.0 mg, 81.5 μmol) was suspended in 3 mL methanol. Mmethanol saturated at room temperature with HCl (1 mL) was added, and the reaction stirred at room temperature for 2.5 hours. The solvents were removed in vacuo. The residue was taken up in methanol (10 mL) and stripped again to give compound 286 as a yellow solid (37 mg, 91%). 1H NMR (500 MHz, DMSO-d6) δ 1.68-1.80 (m, 2 H) 2.01-2.20 (m, 4 H) 2.64 (none, 2 H) 3.25-3.34 (m, 4 H) 3.34-3.44 (m, 5 H) 5.62-5.73 (m, 1 H) 7.60-7.73 (m, ...